The task is: describe an organic reaction: reactants, conditions, products, and yield. This data is from the Open Reaction Database (ORD), a public repository of structured organic reaction records. Reactants: NC1CCCC1, NC(=O)c1cc(-c2cccc(F)c2)cc2c(C3CCN(S(=O)(=O)CCCCl)CC3)n[nH]c12, [K+], [K+], O=C([O-])[O-], CN(C)C=O. Yields the product NC(=O)c1cc(-c2cccc(F)c2)cc2c(C3CCN(S(=O)(=O)CCCNC4CCCC4)CC3)n[nH]c12. As a reaction SMILES: [CH:39]1([NH2:44])[CH2:40][CH2:41][CH2:42][CH2:43]1.[Cl:1][CH2:2][CH2:3][CH2:4][S:5](=[O:6])(=[O:7])[N:8]1[CH2:9][CH2:10][CH:11]([c:14]2[n:15][nH:16][c:17]3[c:18]([C:30](=[O:31])[NH2:32])[cH:19][c:20](-[c:23]4[cH:24][c:25]([F:29])[cH:26][cH:27][cH:28]4)[cH:21][c:22]23)[CH2:12][CH2:13]1.[K+:33].[K+:34].[O-:35][C:36]([O-:37])=[O:38].[O:45]=[CH:46][N:47]([CH3:48])[CH3:49]>>[CH2:2]([CH2:3][CH2:4][S:5](=[O:6])(=[O:7])[N:8]1[CH2:9][CH2:10][CH:11]([c:14]2[n:15][nH:16][c:17]3[c:18]([C:30](=[O:31])[NH2:32])[cH:19][c:20](-[c:23]4[cH:24][c:25]([F:29])[cH:26][cH:27][cH:28]4)[cH:21][c:22]23)[CH2:12][CH2:13]1)[NH:44][CH:39]1[CH2:40][CH2:41][CH2:42][CH2:43]1. Procedure details: The title compound was synthesized according to the method described for Example A11B except substituting N-(2-oxoindolin-6-yl)acetamide (40 mg, 0.210 mmol) and 1H-indazole-5-carbaldehyde (34 mg, 0.231 mmol) to obtain 41 mg, 61%. 1H NMR (400 MHz, d6-DMSO) δ 13.31 (s, 1H), 10.55 (s, 1H), 10.07 (s, 1H), 8.19 (s, 1H), 8.15 (s, 1H), 7.71-7.64 (m, 2H), 7.61 (s, 1H), 7.57 (d, J=8.4 Hz, 1H), 7.48 (s, 1H), 6.89 (d, J=8.3 Hz, 1H), 2.04 (s, 3H); MS ESI 319.1 [M+H]+, calcd for [C18H14N4O2+H]+ 319.12. The reactants are O=C1NC2=CC(=CC=C2C1)NC(C)=O (N-(2-oxoindolin-6-yl)acetamide), N1N=CC2=CC(=CC=C12)C=O (1H-indazole-5-carbaldehyde). The product is N1N=CC2=CC(=CC=C12)\C=C/1\C(NC2=CC(=CC=C12)NC(C)=O)=O ((E)-N-(3-((1H-indazol-5-yl)methylene)-2-oxoindolin-6-yl)acetamide). RXN SMILES: [O:1]=[C:2]1[CH2:10][C:9]2[C:4](=[CH:5][C:6]([NH:11][C:12](=[O:14])[CH3:13])=[CH:7][CH:8]=2)[NH:3]1.[NH:15]1[C:23]2[C:18](=[CH:19][C:20]([CH:24]=O)=[CH:21][CH:22]=2)[CH:17]=[N:16]1>>[NH:15]1[C:23]2[C:18](=[CH:19][C:20](/[CH:24]=[C:10]3/[C:2](=[O:1])[NH:3][C:4]4[C:9]/3=[CH:8][CH:7]=[C:6]([NH:11][C:12](=[O:14])[CH3:13])[CH:5]=4)=[CH:21][CH:22]=2)[CH:17]=[N:16]1.